describe an organic reaction: reactants, conditions, products, and yield From a dataset of the Open Reaction Database (ORD), a public repository of structured organic reaction records. The reactants are CO (methanol), [OH-].[Na+] (NaOH), CC1=C(C(=CC(=C1)OCC1=CC=CC=C1)C)CC1(N(C(OC1=O)C1=CC=CC=C1)C(=O)OCC1=CC=CC=C1)C (phenylmethyl 4-[[2,6-dimethyl-4-(phenylmethoxy)phenyl]methyl]-4-methyl-5-oxo-2-phenyl-3-oxazolidinecarboxylate). The solvent is C(Cl)Cl (CH2Cl2). Reaction conditions: time 3 hour. Yields the product CC(C(=O)O)(CC1=C(C=C(C=C1C)OCC1=CC=CC=C1)C)NC(=O)OCC1=CC=CC=C1 (α,2,6-trimethyl-4-(phenylmethoxy)-α-[[(phenylmethoxy)carbonyl]amino]benzenepropanoic acid). The yield is 86.6%. Reaction SMILES: [CH3:1][C:2]1[CH:7]=[C:6]([O:8][CH2:9][C:10]2[CH:15]=[CH:14][CH:13]=[CH:12][CH:11]=2)[CH:5]=[C:4]([CH3:16])[C:3]=1[CH2:17][C:18]1([CH3:40])[C:22](=[O:23])[O:21]C(C2C=CC=CC=2)[N:19]1[C:30]([O:32][CH2:33][C:34]1[CH:39]=[CH:38][CH:37]=[CH:36][CH:35]=1)=[O:31].CO.[OH-].[Na+]>C(Cl)Cl>[CH3:40][C:18]([NH:19][C:30]([O:32][CH2:33][C:34]1[CH:35]=[CH:36][CH:37]=[CH:38][CH:39]=1)=[O:31])([CH2:17][C:3]1[C:4]([CH3:16])=[CH:5][C:6]([O:8][CH2:9][C:10]2[CH:15]=[CH:14][CH:13]=[CH:12][CH:11]=2)=[CH:7][C:2]=1[CH3:1])[C:22]([OH:23])=[O:21] |f:2.3|. Procedure: The title compound of Example 54 (2.42 g) was dissolved in 5 ml of 1:1 CH2Cl2 : methanol, and added to methanolic NaOH (1N, 100 ml). After 3 hr of stirring, the mixture was concentrated to 75 ml, diluted to 500 ml with water, and extracted twice with ether to remove non-acidic contaminants. The aqueous phase was made acidic with 0.5N KHSO4, and then extracted four times with CH2Cl2. The CH2Cl2 fractions were combined, dried (MgSO4), filtered, and stripped to give the title compound (1.75 g). NMR...